This data is from the Open Reaction Database (ORD), a public repository of structured organic reaction records. The task is: describe an organic reaction: reactants, conditions, products, and yield Starting materials: O=C([O-])[O-], CC(=O)[O-], CC(=O)[O-], CC(C)=O, COC(=O)N(Cc1cc(C(F)(F)F)cc(C(F)(F)F)c1)Cc1cc(I)ccc1-c1cc(C(C)C)ccc1OC, [K+], [K+], O, [Pd+2], OB(O)c1cccnc1. Yields the product COC(=O)N(Cc1cc(C(F)(F)F)cc(C(F)(F)F)c1)Cc1cc(-c2cccnc2)ccc1-c1cc(C(C)C)ccc1OC. As a reaction SMILES: [C:40](=[O:41])([O-:42])[O-:43].[C:55]([O-:56])(=[O:57])[CH3:58].[C:60]([O-:61])(=[O:62])[CH3:63].[CH3:65][C:66]([CH3:67])=[O:68].[F:1][C:2]([c:3]1[cH:4][c:5]([CH2:6][N:7]([C:8]([O:9][CH3:10])=[O:11])[CH2:12][c:13]2[c:14](-[c:20]3[c:21]([O:29][CH3:30])[cH:22][cH:23][c:24]([CH:26]([CH3:27])[CH3:28])[cH:25]3)[cH:15][cH:16][c:17]([I:19])[cH:18]2)[cH:31][c:32]([C:34]([F:35])([F:36])[F:37])[cH:33]1)([F:38])[F:39].[K+:44].[K+:45].[OH2:64].[Pd+2:59].[n:46]1[cH:47][c:48]([B:52]([OH:53])[OH:54])[cH:49][cH:50][cH:51]1>>[F:1][C:2]([c:3]1[cH:4][c:5]([CH2:6][N:7]([C:8]([O:9][CH3:10])=[O:11])[CH2:12][c:13]2[c:14](-[c:20]3[c:21]([O:29][CH3:30])[cH:22][cH:23][c:24]([CH:26]([CH3:27])[CH3:28])[cH:25]3)[cH:15][cH:16][c:17](-[c:48]3[cH:47][n:46][cH:51][cH:50][cH:49]3)[cH:18]2)[cH:31][c:32]([C:34]([F:35])([F:36])[F:37])[cH:33]1)([F:38])[F:39]. Reactants: C1CCOC1, CCOC(C)=O, CCOC(=O)Cl, Cl, NC(CN1C(=O)C(NC(=O)c2cc3cc(Cl)sc3[nH]2)Cc2ccccc21)=NO, c1ccncc1. Product: CCOC(=O)ON=C(N)CN1C(=O)C(NC(=O)c2cc3cc(Cl)sc3[nH]2)Cc2ccccc21. RXN SMILES: [CH2:35]1[O:36][CH2:37][CH2:38][CH2:39]1.[CH3:47][CH2:48][O:49][C:50]([CH3:51])=[O:52].[Cl:1][C:2](=[O:3])[O:4][CH2:5][CH3:6].[ClH:40].[NH2:7][C:8]([CH2:9][N:10]1[C:11](=[O:32])[CH:12]([NH:20][C:21](=[O:22])[c:23]2[cH:24][c:25]3[c:26]([nH:27]2)[s:28][c:29]([Cl:31])[cH:30]3)[CH2:13][c:14]2[cH:15][cH:16][cH:17][cH:18][c:19]21)=[N:33][OH:34].[cH:41]1[cH:42][cH:43][n:44][cH:45][cH:46]1>>[C:2](=[O:3])([O:4][CH2:5][CH3:6])[O:34][N:33]=[C:8]([NH2:7])[CH2:9][N:10]1[C:11](=[O:32])[CH:12]([NH:20][C:21](=[O:22])[c:23]2[cH:24][c:25]3[c:26]([nH:27]2)[s:28][c:29]([Cl:31])[cH:30]3)[CH2:13][c:14]2[cH:15][cH:16][cH:17][cH:18][c:19]21. Reactants: C([O-])([O-])=O.[Na+].[Na+] (sodium carbonate), step-ii, CC1=C(C=CC(=C1)B1OC(C(O1)(C)C)(C)C)N1CCN(CC1)C(=O)OC(C)(C)C (tert-butyl 4-(2-methyl-4-(4,4,5,5-tetramethyl-1,3,2-dioxaborolan-2-yl)phenyl)piperazine-1-carboxylate), BrC=1C=C2C(=NC1)N(C=C2C=2C=NN(C2)CC2=CC(=CC=C2)F)S(=O)(=O)C2=CC=C(C)C=C2 (5-bromo-3-(1-(3-fluorobenzyl)-1H-pyrazol-4-yl)-1-tosyl-1H-pyrrolo[2,3-b]pyridine), CC1=C(C=CC(=C1)B1OC(C(O1)(C)C)(C)C)N1CCN(CC1)C(=O)OC(C)(C)C (tert-butyl 4-(2-methyl-4-(4,4,5,5-tetramethyl-1,3,2-dioxaborolan-2-yl)phenyl)piperazine-1-carboxylate). Reagents/catalysts: Cl[Pd]([P](C1=CC=CC=C1)(C2=CC=CC=C2)C3=CC=CC=C3)([P](C4=CC=CC=C4)(C5=CC=CC=C5)C6=CC=CC=C6)Cl (Pd(PPh3)2Cl2). Solvent: COCCOC.O (DME water). Product: FC=1C=C(CN2N=CC(=C2)C2=CN(C3=NC=C(C=C32)C3=CC(=C(C=C3)N3CCN(CC3)C(=O)OC(C)(C)C)C)S(=O)(=O)C3=CC=C(C)C=C3)C=CC1 (tert-butyl 4-(4-(3-(1-(3-fluorobenzyl)-1H-pyrazol-4-yl)-1-tosyl-1H-pyrrolo[2,3-b]pyridin-5-yl)-2-methylphenyl)piperazine-1-carboxylate). Isolated yield 77.4%. As a reaction SMILES: Br[C:2]1[CH:3]=[C:4]2[C:10]([C:11]3[CH:12]=[N:13][N:14]([CH2:16][C:17]4[CH:22]=[CH:21][CH:20]=[C:19]([F:23])[CH:18]=4)[CH:15]=3)=[CH:9][N:8]([S:24]([C:27]3[CH:33]=[CH:32][C:30]([CH3:31])=[CH:29][CH:28]=3)(=[O:26])=[O:25])[C:5]2=[N:6][CH:7]=1.[CH3:34][C:35]1[CH:40]=[C:39](B2OC(C)(C)C(C)(C)O2)[CH:38]=[CH:37][C:36]=1[N:50]1[CH2:55][CH2:54][N:53]([C:56]([O:58][C:59]([CH3:62])([CH3:61])[CH3:60])=[O:57])[CH2:52][CH2:51]1.C(=O)([O-])[O-].[Na+].[Na+]>COCCOC.O.Cl[Pd](Cl)([P](C1C=CC=CC=1)(C1C=CC=CC=1)C1C=CC=CC=1)[P](C1C=CC=CC=1)(C1C=CC=CC=1)C1C=CC=CC=1>[F:23][C:19]1[CH:18]=[C:17]([CH:22]=[CH:21][CH:20]=1)[CH2:16][N:14]1[CH:15]=[C:11]([C:10]2[C:4]3[C:5](=[N:6][CH:7]=[C:2]([C:39]4[CH:38]=[CH:37][C:36]([N:50]5[CH2:51][CH2:52][N:53]([C:56]([O:58][C:59]([CH3:61])([CH3:60])[CH3:62])=[O:57])[CH2:54][CH2:55]5)=[C:35]([CH3:34])[CH:40]=4)[CH:3]=3)[N:8]([S:24]([C:27]3[CH:28]=[CH:29][C:30]([CH3:31])=[CH:32][CH:33]=3)(=[O:25])=[O:26])[CH:9]=2)[CH:12]=[N:13]1 |f:2.3.4,5.6,^1:78,97|. Procedure: Using similar reaction conditions as described in step-ii of example-1, 5-bromo-3-(1-(3-fluorobenzyl)-1H-pyrazol-4-yl)-1-tosyl-1H-pyrrolo[2,3-b]pyridine (compound of Step-i of example 9) (200 g, 0.380 mmol) was coupled with tert-butyl 4-(2-methyl-4-(4,4,5,5-tetramethyl-1,3,2-dioxaborolan-2-yl)phenyl)piperazine-1-carboxylate (intermediate 69A) (280 mg, 0.694 mmol) using sodium carbonate (121 mg, 1.142 mmol) and Pd(PPh3)2Cl2 (14 mg, 0.019 mmol) in DME/water (15/4 mL). This afforded 212 mg (77.3% y... Reactants: dimethyl acetal, CN(C(=O)NC=1SC(=NN1)C(F)(F)F)CCC=O (3-[1-methyl-3-(5-trifluoromethyl-1,3,4-thiadiazol-2-yl)ureido]propionaldehyde), Cl (hydrochloric acid). Solvent: O (water). Product: FC(C1=NN=C(S1)N1C(N(CCC1O)C)=O)(F)F (tetrahydro-1-(5-trifluoromethyl-1,3,4-thiadiazol-2-yl)-3-methyl-6-hydroxy-2(1H)-pyrimidinone). Reaction SMILES: [CH3:1][N:2]([CH2:15][CH2:16][CH:17]=[O:18])[C:3]([NH:5][C:6]1[S:7][C:8]([C:11]([F:14])([F:13])[F:12])=[N:9][N:10]=1)=[O:4].Cl>O>[F:14][C:11]([F:12])([F:13])[C:8]1[S:7][C:6]([N:5]2[CH:17]([OH:18])[CH2:16][CH2:15][N:2]([CH3:1])[C:3]2=[O:4])=[N:10][N:9]=1. Procedure: The dimethyl acetal of 3-[1-methyl-3-(5-trifluoromethyl-1,3,4-thiadiazol-2-yl)ureido]propionaldehyde (15 grams), water (400 ml) and hydrochloric acid (4 ml) are charged into a glass reaction vessel equipped with a mechanical stirrer, thermometer and reflux condenser. The reaction mixture is heated at reflux for a period of about 15 minutes. The reaction mixture is then filtered while hot and the filtrate is cooled resulting in the formation of a precipitate. The precipitate is recovered by filtr...